Dataset: the Open Reaction Database (ORD), a public repository of structured organic reaction records. Task: describe an organic reaction: reactants, conditions, products, and yield As a reaction SMILES: [NH3:21].[c:1]1([CH3:2])[cH:3][cH:4][c:5]([S:6]([OH:7])(=[O:8])=[O:9])[cH:10][cH:11]1.[s:12]1[c:13]([CH2:17][CH:18]([CH3:19])[OH:20])[cH:14][cH:15][cH:16]1>>[s:12]1[c:13]([CH2:17][CH:18]([CH3:19])[NH2:21])[cH:14][cH:15][cH:16]1. Product: CC(N)Cc1cccs1. Reactants: N, Cc1ccc(S(=O)(=O)O)cc1, CC(O)Cc1cccs1. Starting materials: O=C([O-])[O-], CN(C)C=O, CCOC(=O)Cc1ccc(-c2nc(CCl)c(C)o2)cc1, [K+], [K+], O, COC(=O)c1cc(O)no1. The product is CCOC(=O)Cc1ccc(-c2nc(COc3cc(C(=O)OC)on3)c(C)o2)cc1. RXN SMILES: [C:31](=[O:32])([O-:33])[O-:34].[CH3:37][N:38]([CH3:39])[CH:40]=[O:41].[Cl:1][CH2:2][c:3]1[n:4][c:5](-[c:9]2[cH:10][cH:11][c:12]([CH2:15][C:16](=[O:17])[O:18][CH2:19][CH3:20])[cH:13][cH:14]2)[o:6][c:7]1[CH3:8].[K+:35].[K+:36].[OH2:42].[OH:21][c:22]1[n:23][o:24][c:25]([C:27](=[O:28])[O:29][CH3:30])[cH:26]1>>[CH2:2]([c:3]1[n:4][c:5](-[c:9]2[cH:10][cH:11][c:12]([CH2:15][C:16](=[O:17])[O:18][CH2:19][CH3:20])[cH:13][cH:14]2)[o:6][c:7]1[CH3:8])[O:21][c:22]1[n:23][o:24][c:25]([C:27](=[O:28])[O:29][CH3:30])[cH:26]1. Reactants: Cl.FC1=C(C=CC(=C1)C1CCNCC1)CN(S(=O)(=O)CC1=CC=CC=C1)CC(F)(F)F (N-[[2-fluoro-4-(4-piperidyl)phenyl]methyl]-1-phenyl-N-(2,2,2-trifluoroethyl)methanesulfonamide hydrochloride), C(C)(C)N(C(C)C)CC (N,N-diisopropylethylamine), C(=O)(O)[O-].[Na+] (NaHCO3), N(=C=O)[Si](C)(C)C (isocyanato(trimethyl)silane). Reagents/catalysts: CN(C1=CC=NC=C1)C (4-dimethylaminopyridine). The solvent is ClCCl (dichloromethane), ClCCl (dichloromethane). Conditions: time 2 hour. Product: FC=1C=C(C=CC1CN(S(=O)(=O)CC1=CC=CC=C1)CC(F)(F)F)C1CCN(CC1)C(=O)N (4-(3-fluoro-4-((1-phenyl-N-(2,2,2-trifluoroethyl)methylsulfonamido)methyl)phenyl)piperidine-1-carboxamide). Yield: 13.5%. Reaction SMILES: Cl.[F:2][C:3]1[CH:8]=[C:7]([CH:9]2[CH2:14][CH2:13][NH:12][CH2:11][CH2:10]2)[CH:6]=[CH:5][C:4]=1[CH2:15][N:16]([CH2:27][C:28]([F:31])([F:30])[F:29])[S:17]([CH2:20][C:21]1[CH:26]=[CH:25][CH:24]=[CH:23][CH:22]=1)(=[O:19])=[O:18].C(N(CC)C(C)C)(C)C.[N:41]([Si](C)(C)C)=[C:42]=[O:43].C([O-])(O)=O.[Na+]>ClCCl.CN(C)C1C=CN=CC=1>[F:2][C:3]1[CH:8]=[C:7]([CH:9]2[CH2:14][CH2:13][N:12]([C:42]([NH2:41])=[O:43])[CH2:11][CH2:10]2)[CH:6]=[CH:5][C:4]=1[CH2:15][N:16]([CH2:27][C:28]([F:31])([F:29])[F:30])[S:17]([CH2:20][C:21]1[CH:26]=[CH:25][CH:24]=[CH:23][CH:22]=1)(=[O:19])=[O:18] |f:0.1,4.5|. Procedure details: To a solution of N-[[2-fluoro-4-(4-piperidyl)phenyl]methyl]-1-phenyl-N-(2,2,2-trifluoroethyl)methanesulfonamide hydrochloride (Example 7, Step 2), (200 mg, 0.41 mmol) and N,N-diisopropylethylamine (0.36 mL, 2.0 mmol) in dichloromethane (4 mL) was added 4-dimethylaminopyridine (5 mg, 0.041 mmol), followed by isocyanato(trimethyl)silane (0.30 mL, 2.1 mmol) and the reaction was stirred at ambient temperature for 2 hours. Saturated aqueous NaHCO3 was then added and the dichloromethane layer was isol... Reactants: [H-].[Na+] (NaH), CI (methyl iodide), OC(C(C)(C)C)(C)C1=NC2=C3N=CC=CC3=CC=C2C=C1 (1-hydroxy-1,2,2-trimethylpropyl phenanthroline). The product is COC(C(C)(C)C)(C)C1=NC2=C3N=CC=CC3=CC=C2C=C1 (2-[(1-Methoxy-1,2,2-trimethylpropyl)]-1,10-phenanthroline). Yield: 55.2%. RXN SMILES: [H-].[Na+].[CH3:3]I.[OH:5][C:6]([C:12]1[CH:25]=[CH:24][C:23]2[C:14](=[C:15]3[C:20](=[CH:21][CH:22]=2)[CH:19]=[CH:18][CH:17]=[N:16]3)[N:13]=1)([CH3:11])[C:7]([CH3:10])([CH3:9])[CH3:8]>>[CH3:3][O:5][C:6]([C:12]1[CH:25]=[CH:24][C:23]2[C:14](=[C:15]3[C:20](=[CH:21][CH:22]=2)[CH:19]=[CH:18][CH:17]=[N:16]3)[N:13]=1)([CH3:11])[C:7]([CH3:8])([CH3:9])[CH3:10] |f:0.1|. Procedure: By employing General Procedure II, NaH (0.008 g, 0.3 mmol), methyl iodide (0.020 mL, 0.3 mmol), and the corresponding 1-hydroxy-1,2,2-trimethylpropyl phenanthroline (0.023 g, 0.08 mmol), prepared as described by Example 5, were reacted to provide 0.013 g (55% yield) of the title methyl ether as a colorless oil: 1H NMR (300 MHz, CDCl3) δ9.23 (dd, J=4.50, 1.80 Hz, Hp9), 8.23 (dd, J=7.80, 1.80 Hz, Hp7), 8.17 (d, J=8.70 Hz, Hp4), 7.88 (d, J=8.40 Hz, Hp3), 7.81 and 7.74 (two d, J=8.70 Hz, Hp5 and Hp6... Starting materials: BrC1=CC=C(CN2C(=NC3=C2C=C(C=C3)O)CC(C(=O)OCC)(C)C)C=C1 (ethyl 3-(1-(4-bromobenzyl)-6-hydroxy-1H-benzo[d]imidazol-2-yl)-2,2-dimethylpropanoate), C([O-])([O-])=O.[Cs+].[Cs+] (cesium carbonate), Cl.ClCC1=NC=C(C=C1)C (2-(chloromethyl)-5-methylpyridine hydrochloride salt). Run in CN(C)C=O (DMF). Run at time 12 hour. Yields the product BrC1=CC=C(CN2C(=NC3=C2C=C(C=C3)OCC3=NC=C(C=C3)C)CC(C(=O)OCC)(C)C)C=C1 (Ethyl 3-(1-(4-bromobenzyl)-6-((5-methylpyridin-2-yl)methoxy)-1H-benzo[d]imidazol-2-yl)-2,2-dimethylpropanoate). RXN SMILES: [Br:1][C:2]1[CH:27]=[CH:26][C:5]([CH2:6][N:7]2[C:11]3[CH:12]=[C:13]([OH:16])[CH:14]=[CH:15][C:10]=3[N:9]=[C:8]2[CH2:17][C:18]([CH3:25])([CH3:24])[C:19]([O:21][CH2:22][CH3:23])=[O:20])=[CH:4][CH:3]=1.C(=O)([O-])[O-].[Cs+].[Cs+].Cl.Cl[CH2:36][C:37]1[CH:42]=[CH:41][C:40]([CH3:43])=[CH:39][N:38]=1>CN(C=O)C>[Br:1][C:2]1[CH:3]=[CH:4][C:5]([CH2:6][N:7]2[C:11]3[CH:12]=[C:13]([O:16][CH2:36][C:37]4[CH:42]=[CH:41][C:40]([CH3:43])=[CH:39][N:38]=4)[CH:14]=[CH:15][C:10]=3[N:9]=[C:8]2[CH2:17][C:18]([CH3:24])([CH3:25])[C:19]([O:21][CH2:22][CH3:23])=[O:20])=[CH:26][CH:27]=1 |f:1.2.3,4.5|. Procedure: To a 10 mL round-bottomed flask were added a stir bar, ethyl 3-(1-(4-bromobenzyl)-6-hydroxy-1H-benzo[d]imidazol-2-yl)-2,2-dimethylpropanoate (100 mg, 0.23 mmol), cesium carbonate (227 mg, 0.69 mmol), DMF (2 mL), and 2-(chloromethyl)-5-methylpyridine hydrochloride salt (41 mg, 0.23 mmol). After 12 h, the mixture was partitioned between water (50 mL) and EtOAc (20 mL). The organic layer was separated and the aqueous layer was further extracted with EtOAc (2×20 mL). The combine organic layers were ... Reactants: C(C1=CC=CC=C1)N (benzylamine), N([C@@H](CCCNC(N([N+](=O)[O-])O)=N)C(=O)O)C(=O)OC(C)(C)C (Boc-Arg(NO2)(OH)COOH). Yields the product N([C@@H](CCCNC(N([N+](=O)[O-])O)=N)C(=O)NCC1=CC=CC=C1)C(=O)OC(C)(C)C (Boc-Arg(NO2)(OH)CONHBn). Yield: 81.0%. As a reaction SMILES: [CH2:1]([NH2:8])[C:2]1[CH:7]=[CH:6][CH:5]=[CH:4][CH:3]=1.[NH:9]([C:25]([O:27][C:28]([CH3:31])([CH3:30])[CH3:29])=[O:26])[C@H:10]([C:22](O)=[O:23])[CH2:11][CH2:12][CH2:13][NH:14][C:15](=[NH:21])[N:16]([OH:20])[N+:17]([O-:19])=[O:18]>>[NH:9]([C:25]([O:27][C:28]([CH3:31])([CH3:30])[CH3:29])=[O:26])[C@H:10]([C:22]([NH:8][CH2:1][C:2]1[CH:7]=[CH:6][CH:5]=[CH:4][CH:3]=1)=[O:23])[CH2:11][CH2:12][CH2:13][NH:14][C:15](=[NH:21])[N:16]([OH:20])[N+:17]([O-:19])=[O:18]. Procedure: Boc-Arg(NO2)(OH)CONHBn was prepared according to Example 42 by coupling benzylamine to Boc-Arg(NO2)(OH)COOH in a 81% yield. Reactants: C=CCOc1cc(OCc2ccccc2)ccc1C=O, ClCCl, O=C(OO)c1cccc(Cl)c1. Yields the product C=CCOc1cc(OCc2ccccc2)ccc1O. RXN SMILES: [CH2:1]([CH:2]=[CH2:3])[O:4][c:5]1[c:6]([CH:7]=[O:8])[cH:9][cH:10][c:11]([O:13][CH2:14][c:15]2[cH:16][cH:17][cH:18][cH:19][cH:20]2)[cH:12]1.[CH2:32]([Cl:33])[Cl:34].[Cl:21][c:22]1[cH:23][c:24]([C:29](=[O:26])[O:30][OH:31])[cH:25][cH:27][cH:28]1>>[CH2:1]([CH:2]=[CH2:3])[O:4][c:5]1[c:6]([OH:26])[cH:9][cH:10][c:11]([O:13][CH2:14][c:15]2[cH:16][cH:17][cH:18][cH:19][cH:20]2)[cH:12]1.